From a dataset of the Open Reaction Database (ORD), a public repository of structured organic reaction records. describe an organic reaction: reactants, conditions, products, and yield Starting materials: C(C)(C)(C)OC(N[C@@H](CC(=O)N1CC=2N(CC1)C(=NC2C(=O)N2[C@@H](CCC2)CO)C(F)(F)F)CC2=C(C=C(C(=C2)F)F)F)=O ((R)-[3-[1-((S)-2-hydroxymethyl-pyrrolidine-1-carbonyl)-3-trifluoromethyl-5,6-dihydro-8H-imidazo[1,5-a]pyrazin-7-yl]-3-oxo-1-(2,4,5-trifluoro-benzyl)-propyl]-carbamic acid tert-butyl ester), ClCCl (dichloromethane), Cl (hydrochloric acid). Run in CO (methanol). Product: Cl.N[C@@H](CC(=O)N1CC=2N(CC1)C(=NC2C(=O)N2[C@@H](CCC2)CO)C(F)(F)F)CC2=C(C=C(C(=C2)F)F)F ((R)-3-amino-1-[1-((S)-2-hydroxymethyl-pyrrolidine-1-carbonyl)-3-trifluoromethyl-5,6-dihydro-8H-imidazo[1,5-a]pyrazin-7-yl]-4-(2,4,5-trifluoro-phenyl)-butan-1-one hydrochloride). Isolated yield 84.0%. As a reaction SMILES: C(OC(=O)[NH:7][C@H:8]([CH2:34][C:35]1[CH:40]=[C:39]([F:41])[C:38]([F:42])=[CH:37][C:36]=1[F:43])[CH2:9][C:10]([N:12]1[CH2:17][CH2:16][N:15]2[C:18]([C:30]([F:33])([F:32])[F:31])=[N:19][C:20]([C:21]([N:23]3[CH2:27][CH2:26][CH2:25][C@H:24]3[CH2:28][OH:29])=[O:22])=[C:14]2[CH2:13]1)=[O:11])(C)(C)C.[Cl:45]CCl.Cl>CO>[ClH:45].[NH2:7][C@H:8]([CH2:34][C:35]1[CH:40]=[C:39]([F:41])[C:38]([F:42])=[CH:37][C:36]=1[F:43])[CH2:9][C:10]([N:12]1[CH2:17][CH2:16][N:15]2[C:18]([C:30]([F:33])([F:32])[F:31])=[N:19][C:20]([C:21]([N:23]3[CH2:27][CH2:26][CH2:25][C@H:24]3[CH2:28][OH:29])=[O:22])=[C:14]2[CH2:13]1)=[O:11] |f:4.5|. Reported procedure: (R)-[3-[1-((S)-2-Hydroxymethyl-pyrrolidine-1-carbonyl)-3-trifluoromethyl-5,6-dihydro-8H-imidazo[1,5-a]pyrazin-7-yl]-3-oxo-1-(2,4,5-trifluorobenzyl)-propyl]-carbamic acid tert-butyl ester 30a (0.16 g, 0.25 mmol) and 2 mL of dichloromethane were added into the reaction flask. A solution of 2.7 N hydrochloric acid in 5 mL of methanol was then added to the flask. The reaction mixture was reacted at room temperature overnight and monitored by thin layer chromatography until the disappearance of the s... Reactants: C(C)OCC (Diethyl ether), [H-].[Na+] (Sodium hydride), ClC=1C=CC(=C(C1)C(C)=O)OC (1-(5-chloro-2-methoxy-phenyl)-ethanone), C(OCC)(OCC)=O (diethyl carbonate). Solvent: C1CCOC1 (THF). Run at time 1 hour. Product: ClC=1C=CC(=C(C1)C(CC(=O)OCC)=O)OC (ethyl 3-(5-chloro-2-methoxyphenyl)-3-oxopropanoate). The yield is 24.5%. As a reaction SMILES: [H-].[Na+].[Cl:3][C:4]1[CH:5]=[CH:6][C:7]([O:13][CH3:14])=[C:8]([C:10](=[O:12])[CH3:11])[CH:9]=1.[C:15](=O)([O:19]CC)[O:16][CH2:17][CH3:18].C(OCC)C>C1COCC1>[Cl:3][C:4]1[CH:5]=[CH:6][C:7]([O:13][CH3:14])=[C:8]([C:10](=[O:12])[CH2:11][C:15]([O:16][CH2:17][CH3:18])=[O:19])[CH:9]=1 |f:0.1|. Procedure: Sodium hydride (60% dispersion in mineral oil, 2.17 g, 54.2 mmol) was added portionwise to a stirred solution of 1-(5-chloro-2-methoxy-phenyl)-ethanone (10.0 g, 54.2 mmol) in THF (100 mL) at 0° C. The mixture was then stirred for 10 minutes before addition of diethyl carbonate (7.68 g, 65.0 mmol) and then for an additional 1 hour. The mixture was warmed to room temperature for 2 hours and then heated to 65° C. for 2 hours. Diethyl ether was added, the organics washed with water and brine, then e... The reactants are C(C1=CC=CC=C1)OC1=C2CCC(C2=CC=C1)C(=O)O (4-benzyloxyindan-1-carboxylic acid), COC1=C(N)C=CC(=C1)OC (2,4-dimethoxyaniline). Product: C(C1=CC=CC=C1)OC1=C2CCC(C2=CC=C1)C(=O)NC1=C(C=C(C=C1)OC)OC (4-benzyloxy-N-(2,4-dimethoxyphenyl) indan-1-carboxamide). Isolated yield 79.8%. RXN SMILES: [CH2:1]([O:8][C:9]1[CH:17]=[CH:16][CH:15]=[C:14]2[C:10]=1[CH2:11][CH2:12][CH:13]2[C:18]([OH:20])=O)[C:2]1[CH:7]=[CH:6][CH:5]=[CH:4][CH:3]=1.[CH3:21][O:22][C:23]1[CH:29]=[C:28]([O:30][CH3:31])[CH:27]=[CH:26][C:24]=1[NH2:25]>>[CH2:1]([O:8][C:9]1[CH:17]=[CH:16][CH:15]=[C:14]2[C:10]=1[CH2:11][CH2:12][CH:13]2[C:18]([NH:25][C:24]1[CH:26]=[CH:27][C:28]([O:30][CH3:31])=[CH:29][C:23]=1[O:22][CH3:21])=[O:20])[C:2]1[CH:3]=[CH:4][CH:5]=[CH:6][CH:7]=1. Reported procedure: By the reaction and treatment in the same manner as in Preparation Example 18 using 4-benzyloxyindan-1-carboxylic acid (0.8 g) and 2,4-dimethoxyaniline (0.5 g) as starting materials, 4-benzyloxy-N-(2,4-dimethoxyphenyl) indan-1-carboxamide (0.96 g) was obtained. melting point: 129.7° C.